The task is: describe an organic reaction: reactants, conditions, products, and yield. This data is from the Open Reaction Database (ORD), a public repository of structured organic reaction records. The reactants are C1(=CC=CC=C1)N1N=C(C=C1CCC=O)CCC (3-(1-phenyl-3-propyl-1H-pyrazol-5-yl)propanal), [BH-](OC(=O)C)(OC(=O)C)OC(=O)C.[Na+] (NaBH(OAc)3), C1(=CC=CC=C1)N1CCNCC1 (1-phenylpiperazine), CCN(C(C)C)C(C)C (DIPEA). The product is C1(=CC=CC=C1)N1CCN(CC1)CCCC1=CC(=NN1C1=CC=CC=C1)CCC (1-phenyl-4-(3-(1-phenyl-3-propyl-1H-pyrazol-5-yl)propyl)piperazine). Reaction SMILES: [C:1]1([N:7]2[C:11]([CH2:12][CH2:13][CH:14]=O)=[CH:10][C:9]([CH2:16][CH2:17][CH3:18])=[N:8]2)[CH:6]=[CH:5][CH:4]=[CH:3][CH:2]=1.[C:19]1([N:25]2[CH2:30][CH2:29][NH:28][CH2:27][CH2:26]2)[CH:24]=[CH:23][CH:22]=[CH:21][CH:20]=1.CCN(C(C)C)C(C)C.[BH-](OC(C)=O)(OC(C)=O)OC(C)=O.[Na+]>>[C:19]1([N:25]2[CH2:30][CH2:29][N:28]([CH2:14][CH2:13][CH2:12][C:11]3[N:7]([C:1]4[CH:6]=[CH:5][CH:4]=[CH:3][CH:2]=4)[N:8]=[C:9]([CH2:16][CH2:17][CH3:18])[CH:10]=3)[CH2:27][CH2:26]2)[CH:24]=[CH:23][CH:22]=[CH:21][CH:20]=1 |f:3.4|. Procedure: 153 mg (87%) of target compound was obtained by using a method same as in Example 1 by using 3-(1-phenyl-3-propyl-1H-pyrazol-5-yl)propanal (100 mg, 0.413 mmol), 1-phenylpiperazine (0.062 mL, 0.413 mmol), DIPEA (0.110 mL, 0.620 mmol) and NaBH(OAc)3 (263 mg, 1.239 mmol).